Dataset: the Open Reaction Database (ORD), a public repository of structured organic reaction records. Task: describe an organic reaction: reactants, conditions, products, and yield Starting materials: O=C([O-])[O-], C#CCOS(C)(=O)=O, C1COCCN1, CCO, [Na+], [Na+]. Yields the product C#CCN1CCOCC1. Reaction SMILES: [C:15](=[O:16])([O-:17])[O-:18].[CH2:1]([C:2]#[CH:3])[O:4][S:5]([CH3:6])(=[O:7])=[O:8].[CH2:9]1[CH2:10][O:11][CH2:12][CH2:13][NH:14]1.[CH3:21][CH2:22][OH:23].[Na+:19].[Na+:20]>>[CH:1]#[C:2][CH2:3][N:14]1[CH2:9][CH2:10][O:11][CH2:12][CH2:13]1. The reactants are COc1nc(Cl)cc(NCCc2ccc(Cl)cc2Cl)n1, Cl, [K+], [K+], O=C([O-])[O-], O, C1CNCC(c2nnn[nH]2)C1. Yields the product COc1nc(NCCc2ccc(Cl)cc2Cl)cc(N2CCCC(c3nn[nH]n3)C2)n1. RXN SMILES: [Cl:1][c:2]1[cH:3][c:4]([NH:10][CH2:11][CH2:12][c:13]2[c:14]([Cl:20])[cH:15][c:16]([Cl:19])[cH:17][cH:18]2)[n:5][c:6]([O:8][CH3:9])[n:7]1.[ClH:38].[K+:32].[K+:33].[O-:34][C:35]([O-:36])=[O:37].[OH2:39].[nH:21]1[n:22][n:23][n:24][c:25]1[CH:26]1[CH2:27][NH:28][CH2:29][CH2:30][CH2:31]1>>[c:2]1([N:28]2[CH2:27][CH:26]([c:25]3[n:21][n:22][nH:23][n:24]3)[CH2:31][CH2:30][CH2:29]2)[cH:3][c:4]([NH:10][CH2:11][CH2:12][c:13]2[c:14]([Cl:20])[cH:15][c:16]([Cl:19])[cH:17][cH:18]2)[n:5][c:6]([O:8][CH3:9])[n:7]1. Starting materials: C(C)(C)(C)OC(C(=O)OC)C=1C(=NC=2C(CNCC2C1C1=CC=C(C=C1)F)(C)C)C(C)C (methyl 2-tert-butoxy-2-(4-(4-fluorophenyl)-2-isopropyl-8,8-dimethyl-5,6,7,8-tetrahydro-1,6-naphthyridin-3-yl)acetate), C(C)(C)(C)OC(C(=O)OC)C=1C(=NC=2C(CNCC2C1C1=CC=C(C=C1)F)(C)C)C(C)C (methyl 2-tert-butoxy-2-(4-(4-fluorophenyl)-2-isopropyl-8,8-dimethyl-5,6,7,8-tetrahydro-1,6-naphthyridin-3-yl)acetate), C1(=CC=C(C=C1)B(O)O)C1=CC=CC=C1 (4-biphenylboronic acid), N1=CC=CC=C1 (pyridine). The reagents and catalysts are CC(=O)[O-].CC(=O)[O-].[Cu+2] (Cu(OAc)2). Solvent: C(Cl)Cl (CH2Cl2). Reaction conditions: time 5 minute. The product is C1(=CC=C(C=C1)N1CC=2C(=C(C(=NC2C(C1)(C)C)C(C)C)C(C(=O)OC)OC(C)(C)C)C1=CC=C(C=C1)F)C1=CC=CC=C1 (methyl 2-(6-([1,1′-biphenyl]-4-yl)-4-(4-fluorophenyl)-2-isopropyl-8,8-dimethyl-5,6,7,8-tetrahydro-1,6-naphthyridin-3-yl)-2-(tert-butoxy)acetate). Yield: 84.8%. Reaction SMILES: N1C=CC=CC=1.[C:7]([O:11][CH:12]([C:17]1[C:18]([CH:36]([CH3:38])[CH3:37])=[N:19][C:20]2[C:21]([CH3:35])([CH3:34])[CH2:22][NH:23][CH2:24][C:25]=2[C:26]=1[C:27]1[CH:32]=[CH:31][C:30]([F:33])=[CH:29][CH:28]=1)[C:13]([O:15][CH3:16])=[O:14])([CH3:10])([CH3:9])[CH3:8].[C:39]1([C:48]2[CH:53]=[CH:52][CH:51]=[CH:50][CH:49]=2)[CH:44]=[CH:43][C:42](B(O)O)=[CH:41][CH:40]=1>C(Cl)Cl.CC([O-])=O.CC([O-])=O.[Cu+2]>[C:39]1([C:48]2[CH:49]=[CH:50][CH:51]=[CH:52][CH:53]=2)[CH:44]=[CH:43][C:42]([N:23]2[CH2:22][C:21]([CH3:35])([CH3:34])[C:20]3[N:19]=[C:18]([CH:36]([CH3:38])[CH3:37])[C:17]([CH:12]([O:11][C:7]([CH3:10])([CH3:9])[CH3:8])[C:13]([O:15][CH3:16])=[O:14])=[C:26]([C:27]4[CH:32]=[CH:31][C:30]([F:33])=[CH:29][CH:28]=4)[C:25]=3[CH2:24]2)=[CH:41][CH:40]=1 |f:4.5.6|. Procedure: A mixture of Cu(OAc)2 (16.42 mg, 0.090 mmol) and pyridine (7 μl, 0.09 mmol) in CH2Cl2 (1 mL) was stirred for 5 min. Added to this were methyl 2-(tert-butoxy)-2-(4-(4-fluorophenyl)-2-isopropyl-8,8-dimethyl-5,6,7,8-tetrahydro-1,6-naphthyridin-3-yl)acetate (intermediate 5) (20 mg, 0.045 mmol), 4-biphenylboronic acid (17.90 mg, 0.09 mmol) and 34 mg molecular sieves. After stirring uncovered for 18 h, the mixture was adsorbed directly onto silica gel and was purified by flash column chromatography (B...